This data is from the Open Reaction Database (ORD), a public repository of structured organic reaction records. The task is: describe an organic reaction: reactants, conditions, products, and yield Reactants: CCO, NN, CN(C)C(=O)Sc1ccc2c(c1)CCC(N1C(=O)c3ccccc3C1=O)C2. The product is CN(C)C(=O)Sc1ccc2c(c1)CCC(N)C2. Reaction SMILES: [CH3:30][CH2:31][OH:32].[NH2:28][NH2:29].[O:1]=[C:2]1[N:3]([CH:12]2[CH2:13][c:14]3[cH:15][cH:16][c:17]([S:22][C:23]([N:24]([CH3:25])[CH3:26])=[O:27])[cH:18][c:19]3[CH2:20][CH2:21]2)[C:10](=[O:11])[c:5]2[c:4]1[cH:9][cH:8][cH:7][cH:6]2>>[NH2:3][CH:12]1[CH2:13][c:14]2[cH:15][cH:16][c:17]([S:22][C:23]([N:24]([CH3:25])[CH3:26])=[O:27])[cH:18][c:19]2[CH2:20][CH2:21]1. Reactants: C1(=CC=CC=C1)N1CNC(C12CCNCC2)=O (1-Phenyl-1,3,8-triazaspiro[4.5]decan-4-one), ClCCCl (1,2-dichloroethane), ClC1=C(C(=NN1C1=CC=CC=C1)C)C=O (5-chloro-3-methyl-1-phenylpyrazole-4-carboxaldehyde), C(C)(=O)O[BH-](OC(C)=O)OC(C)=O.[Na+] (sodium triacetoxyborohydride). Conditions: time 8 hour. Product: ClN1N(CC(=C1CN1CCC2(C(NCN2C2=CC=CC=C2)=O)CC1)C)C1=CC=CC=C1 (8-(2-chloro-4-methyl-1-phenyl-2,5-dihydro-1H-pyrazol-3-ylmethyl)-1-phenyl-1,3,8-triazaspiro[4.5]decan-4-one). RXN SMILES: [C:1]1([N:7]2[C:11]3([CH2:16][CH2:15][NH:14][CH2:13][CH2:12]3)[C:10](=[O:17])[NH:9][CH2:8]2)[CH:6]=[CH:5][CH:4]=[CH:3][CH:2]=1.Cl[C:19]1[N:23]([C:24]2[CH:29]=[CH:28][CH:27]=[CH:26][CH:25]=2)[N:22]=[C:21]([CH3:30])[C:20]=1[CH:31]=O.C(O[BH-](OC(=O)C)OC(=O)C)(=O)C.[Na+].[Cl:47]CCCl>>[Cl:47][N:22]1[C:21]([CH2:30][N:14]2[CH2:13][CH2:12][C:11]3([N:7]([C:1]4[CH:2]=[CH:3][CH:4]=[CH:5][CH:6]=4)[CH2:8][NH:9][C:10]3=[O:17])[CH2:16][CH2:15]2)=[C:20]([CH3:31])[CH2:19][N:23]1[C:24]1[CH:29]=[CH:28][CH:27]=[CH:26][CH:25]=1 |f:2.3|. Procedure details: 1-Phenyl-1,3,8-triazaspiro[4.5]decan-4-one (0.050 g, 0.216 mmol), 5-chloro-3-methyl-1-phenylpyrazole-4-carboxaldehyde (0.042 g, 0.216 mmol), and sodium triacetoxyborohydride (0.039 g, 0.216 mmol) were combined in dry 1,2-dichloroethane (10 mL). The reaction was stirred overnight at room temperature. The mixture was concentrated to about 1 mL and the residue was purified by preparative thin layer chromatography to yield the title compound as a white solid. Reactants: CC1=C(C=CC=C1)N1CCC=2C(=NC=3C(=CC=CC3C21)OC)C (1-(2-Methylphenyl)-4-methyl-6-methoxy-2,3-dihydropyrrolo[3,2-c]quinoline). The reagents and catalysts are [Pd] (palladium-on-charcoal). Solvent: C1(=CC=CC=C1)OC1=CC=CC=C1 (diphenyl ether). Product: CC1=C(C=CC=C1)N1C=CC=2C(=NC=3C(=CC=CC3C21)OC)C (1-(2-methylphenyl)-4-methyl-6methoxypyrrolo[3,2-c]quinoline). Isolated yield 48.5%. Reaction SMILES: [CH3:1][C:2]1[CH:7]=[CH:6][CH:5]=[CH:4][C:3]=1[N:8]1[C:20]2[C:19]3[CH:18]=[CH:17][CH:16]=[C:15]([O:21][CH3:22])[C:14]=3[N:13]=[C:12]([CH3:23])[C:11]=2[CH2:10][CH2:9]1>C1(OC2C=CC=CC=2)C=CC=CC=1.[Pd]>[CH3:1][C:2]1[CH:7]=[CH:6][CH:5]=[CH:4][C:3]=1[N:8]1[C:20]2[C:19]3[CH:18]=[CH:17][CH:16]=[C:15]([O:21][CH3:22])[C:14]=3[N:13]=[C:12]([CH3:23])[C:11]=2[CH:10]=[CH:9]1. Reported procedure: 1-(2-Methylphenyl)-4-methyl-6-methoxy-2,3-dihydropyrrolo[3,2-c]quinoline (4.57 g, 15 mmol) in diphenyl ether (50 ml) was heated at reflux with 10% palladium-on-charcoal (1.0 g) for 1 hour then the catalyst removed on celite. Chromatography (silica gel, 1% methanolic ammonia in dichloromethane) and recrystallisation from ethyl acetate/petroleum ether gave 1-(2-methylphenyl)-4-methyl-6methoxypyrrolo[3,2-c]quinoline(2.2 g, 48%), m.p. 143°-145°. The reactants are [Br-], C1CCOC1, C[Mg+], CON(C)C(=O)c1ccnc(Cl)c1. The product is CC(=O)c1ccnc(Cl)c1. Reaction SMILES: [Br-:14].[CH2:17]1[O:18][CH2:19][CH2:20][CH2:21]1.[CH3:15][Mg+:16].[Cl:1][c:2]1[cH:3][c:4]([C:5](=[O:6])[N:7]([O:8][CH3:9])[CH3:10])[cH:11][cH:12][n:13]1>>[Cl:1][c:2]1[cH:3][c:4]([C:5](=[O:6])[CH3:15])[cH:11][cH:12][n:13]1. Reactants: ClC1=C(C=CC(=C1)Cl)C=1N=C(C(=NC1CC)N[C@H]1[C@H](CC2=CC=CC=C12)O)CC ((1R,2S)-1-{[5-(2,4-dichlorophenyl)-3,6-diethylpyrazin-2-yl]amino}-2,3-dihydro-1H-inden-2-ol), BrC=1N=C(C(=NC1C)NC1CCC2=CC=CC=C12)C (5-bromo-N-(2,3-dihydro-1H-inden-1-yl)-3,6-dimethylpyrazin-2-amine), CC1=C(C=CC(=C1)OC)B(O)O (2-methyl-4-methoxy phenyl boronic acid). Yields the product C1(CCC2=CC=CC=C12)NC1=NC(=C(N=C1C)C1=C(C=C(C=C1)OC)C)C (N-(2,3-dihydro-1H-inden-1-yl)-5-(4-methoxy-2-methylphenyl)-3,6-dimethylpyrazin-2-amine). Reaction SMILES: ClC1C=C(Cl)C=CC=1C1N=C(CC)C(N[C@@H]2C3C(=CC=CC=3)C[C@@H]2O)=NC=1CC.Br[C:31]1[N:32]=[C:33]([CH3:48])[C:34]([NH:38][CH:39]2[C:47]3[C:42](=[CH:43][CH:44]=[CH:45][CH:46]=3)[CH2:41][CH2:40]2)=[N:35][C:36]=1[CH3:37].[CH3:49][C:50]1[CH:55]=[C:54]([O:56][CH3:57])[CH:53]=[CH:52][C:51]=1B(O)O>>[CH:39]1([NH:38][C:34]2[C:33]([CH3:48])=[N:32][C:31]([C:51]3[CH:52]=[CH:53][C:54]([O:56][CH3:57])=[CH:55][C:50]=3[CH3:49])=[C:36]([CH3:37])[N:35]=2)[C:47]2[C:42](=[CH:43][CH:44]=[CH:45][CH:46]=2)[CH2:41][CH2:40]1. Procedure: Following the procedure for the preparation of (1R,2S)-1-{[5-(2,4-dichlorophenyl)-3,6-diethylpyrazin-2-yl]amino}-2,3-dihydro-1H-inden-2-ol but substituting 5-bromo-N-(2,3-dihydro-1H-inden-1-yl)-3,6-dimethylpyrazin-2-amine and 2-methyl-4-methoxy phenyl boronic acid, and making non-critical variations provided the title compound as a oil: 1H NMR (CDCl3) δ 1.92, 2.17, 2.26, 2.39, 2.80, 2.98, 3.07, 3.85, 4.54, 5.82, 6.84, 7.15, 7.30, 7.41; MS (ESI+) for C23H25N3O1 m/z 360.4 (M+H)+.